From a dataset of the Open Reaction Database (ORD), a public repository of structured organic reaction records. describe an organic reaction: reactants, conditions, products, and yield Reactants: NC1=C(C(=NC2=CC=CC=C12)C)CC(C)=O (1-(4-amino-2-methyl-3-quinolinyl)-propanone), [BH4-].[Na+] (sodium borohydride), C(C)(C)O (isopropanol). Solvent: CO (methanol). Product: NC1=C(C(=NC2=CC=CC=C12)C)C(O)CC (4-Amino-α-ethyl-2-methyl-3-quinolinemethanol). RXN SMILES: [NH2:1][C:2]1[C:11]2[C:6](=[CH:7][CH:8]=[CH:9][CH:10]=2)[N:5]=[C:4]([CH3:12])[C:3]=1[CH2:13][C:14](=O)[CH3:15].[BH4-].[Na+].C([OH:22])(C)C>CO>[NH2:1][C:2]1[C:11]2[C:6](=[CH:7][CH:8]=[CH:9][CH:10]=2)[N:5]=[C:4]([CH3:12])[C:3]=1[CH:13]([CH2:14][CH3:15])[OH:22] |f:1.2|. Procedure: A mixture prepared from 1-(4-amino-2-methyl-3-quinolinyl)-propanone (8 g), sodium borohydride (3 g), 75 ml of isopropanol and 25 ml of methanol was stirred twenty hours at ambient temperature. The reaction mixture was concentrated and stirred with water, and the product which separated was collected and dried to 8 g of solid, mp 220°-230°. This material was recrystallized from absolute ethanol to give 4.6 g of crystals, mp 240°-241°.